Dataset: the Open Reaction Database (ORD), a public repository of structured organic reaction records. Task: describe an organic reaction: reactants, conditions, products, and yield The reactants are C(CCl)Cl (EDC), C1=CC2=C(N=C1)N(N=N2)O (HOAt), FC1=CC=C(CCN)C=C1 (4-fluorophenethylamine), C(C1=CC=CC=C1)(=O)O (benzoic acid). Run in C(Cl)Cl (DCM). Reaction conditions: temperature 0 celsius, time 16 hour. Product: FC1=CC=C(CCNC(C2=CC=CC=C2)=O)C=C1 (N-(4-fluorophenethyl)benzamide). Isolated yield 78.0%. RXN SMILES: C1C=NC2N(O)N=NC=2C=1.[F:11][C:12]1[CH:20]=[CH:19][C:15]([CH2:16][CH2:17][NH2:18])=[CH:14][CH:13]=1.[C:21](O)(=[O:28])[C:22]1[CH:27]=[CH:26][CH:25]=[CH:24][CH:23]=1.C(Cl)CCl>C(Cl)Cl>[F:11][C:12]1[CH:20]=[CH:19][C:15]([CH2:16][CH2:17][NH:18][C:21](=[O:28])[C:22]2[CH:27]=[CH:26][CH:25]=[CH:24][CH:23]=2)=[CH:14][CH:13]=1. Procedure details: 1.5 g (10.8 mmol) of HOAt were added to a solution of 15.0 g (108.0 mmol) of 4-fluorophenethylamine and 13.2 g (108.0 mmol) of benzoic acid in DCM and the mixture was then cooled to 0° C. 22.8 g (119.0 mmol) of EDC were then added at this temperature and the mixture was then stirred for 16 h at RT. The reaction solution was then washed successively with a 1M aqueous hydrochloric acid (2×300 ml), a 2M aqueous NaOH solution (300 ml) and brine (200 ml). The organic phase was dried over Na2SO4, filt...